From a dataset of the Open Reaction Database (ORD), a public repository of structured organic reaction records. describe an organic reaction: reactants, conditions, products, and yield Reactants: Cl (hydrogen chloride), C1(CCCCCN1)=O (caprolactam), NC1=C(C=CC=C1)S (o-aminothiophenol), [OH-].[Na+] (sodium hydroxide), ice, Cl (hydrogen chloride). The product is NCCCCCC=1SC2=C(N1)C=CC=C2 (2-(5'-aminopentyl)-benzthiazole). RXN SMILES: Cl.[C:2]1(=O)[NH:8][CH2:7][CH2:6][CH2:5][CH2:4][CH2:3]1.[NH2:10][C:11]1[CH:16]=[CH:15][CH:14]=[CH:13][C:12]=1[SH:17].[OH-].[Na+]>>[NH2:8][CH2:7][CH2:6][CH2:5][CH2:4][CH2:3][C:2]1[S:17][C:12]2[CH:13]=[CH:14][CH:15]=[CH:16][C:11]=2[N:10]=1 |f:3.4|. Procedure: 36.5 g of hydrogen chloride gas are introduced over a period of 30 minutes into a mixture of 113 g (1 mol) of caprolactam and 125 g (1 mol) of o-aminothiophenol, followed by the introduction of another 20 g of hydrogen chloride gas over a period of 3 hours at 160°C. The melt is then stirred into a mixture of 200 g of 45 % by weight sodium hydroxide and 200 g of ice, the supernatant oil separated off and the aqueous phase extracted by shaking with 200 ml of CH2Cl2. The combined organic phases are... Reactants: N1(C=CC=2C1=NC=CC2)CCOC2=CC=C(CC(C(=O)OC)C(=O)OC)C=C2 (Dimethyl 2-{4-[2-(1H-pyrrolo[2,3-b]pyrid-1-yl)ethoxy]benzyl}malonate), [OH-].[Na+] (sodium hydroxide). Run in CO (methanol), C1CCOC1 (THF). The product is COC(C(C(=O)O)CC1=CC=C(C=C1)OCCN1C=CC=2C1=NC=CC2)=O (3-Methoxy-3-oxo-2-{4-[2-(1H-pyrrolo[2,3-b]pyrid-1-yl)ethoxy]benzyl}propanoic acid). Procedure: The compound obtained in Example 30 is dissolved in 5 ml of methanol and 3 ml of THF. The mixture is cooled to 0° C. and 0.44 ml of a 2M sodium hydroxide solution is added dropwise. After stirring for 1 hour 30 minutes at ambient temperature, the solvents are removed by evaporation under reduced pressure and the resulting residue is taken up in water and extracted with ethyl acetate. The aqueous phase is acidified with a 2M hydrochloric acid solution and extracted with ethyl acetate. The organic... Conditions: temperature 0 celsius, time 30 minute. RXN SMILES: [N:1]1([CH2:10][CH2:11][O:12][C:13]2[CH:28]=[CH:27][C:16]([CH2:17][CH:18]([C:23]([O:25]C)=[O:24])[C:19]([O:21][CH3:22])=[O:20])=[CH:15][CH:14]=2)[C:5]2=[N:6][CH:7]=[CH:8][CH:9]=[C:4]2[CH:3]=[CH:2]1.[OH-].[Na+]>CO.C1COCC1>[CH3:22][O:21][C:19](=[O:20])[CH:18]([CH2:17][C:16]1[CH:27]=[CH:28][C:13]([O:12][CH2:11][CH2:10][N:1]2[C:5]3=[N:6][CH:7]=[CH:8][CH:9]=[C:4]3[CH:3]=[CH:2]2)=[CH:14][CH:15]=1)[C:23]([OH:25])=[O:24] |f:1.2|. The reactants are C1(C=2C(C(N1)=O)=CC=CC2)=O (phthalimide), [N+](=O)([O-])C1=CC=C(C=C1)CCl (p-nitrophenylmethylchloride), C([O-])([O-])=O.[K+].[K+] (potassium carbonate), CN(C)C=O (DMF). The solvent is O (water). Reaction conditions: temperature 150 celsius, time 1.5 hour. Yields the product [N+](=O)([O-])C1=CC=C(CN2C(C=3C(C2=O)=CC=CC3)=O)C=C1 (N-(p-Nitrobenzyl)-phthalimide). As a reaction SMILES: [C:1]1(=[O:11])[NH:5][C:4](=[O:6])[C:3]2=[CH:7][CH:8]=[CH:9][CH:10]=[C:2]12.[N+:12]([C:15]1[CH:20]=[CH:19][C:18]([CH2:21]Cl)=[CH:17][CH:16]=1)([O-:14])=[O:13].C(=O)([O-])[O-].[K+].[K+].CN(C=O)C>O>[N+:12]([C:15]1[CH:20]=[CH:19][C:18]([CH2:21][N:5]2[C:1](=[O:11])[C:2]3=[CH:10][CH:9]=[CH:8][CH:7]=[C:3]3[C:4]2=[O:6])=[CH:17][CH:16]=1)([O-:14])=[O:13] |f:2.3.4|. Procedure: A mixture of phthalimide (4 g), p-nitrophenylmethylchloride (4,7 g), potassium carbonate (4 g) and DMF (20 ml) was stirred at 150° C. for 1.5 h. After cooling, the mixture was diluted with water. The precipitate was filtered and the crude product (I) was recrystallized from ethanol. Starting materials: COc1cc(CO)ncc1Br, ClCCl, [Na+], [OH-]. The product is COc1cc(C=O)ncc1Br. Reaction SMILES: [Br:1][c:2]1[c:3]([O:10][CH3:11])[cH:4][c:5]([CH2:8][OH:9])[n:6][cH:7]1.[CH2:14]([Cl:15])[Cl:16].[Na+:13].[OH-:12]>>[Br:1][c:2]1[c:3]([O:10][CH3:11])[cH:4][c:5]([CH:8]=[O:9])[n:6][cH:7]1. Reactants: C1(CCCCC1)N=C=NC1CCCCC1 (N,N'-dicyclohexylcarbodiimide), mixture, CN(C)C1=NC=CC=C1 (dimethylaminopyridine), C(=O)(OCC1=CC=CC=C1)N[C@@H](CO)C(=O)O (N-carbobenzyloxy-L-serine), N1CC(C1)C(=O)O (3-azetidinecarboxylic acid). The solvent is C(C)N(CC)CC (triethylamine), CO (methanol), C(C)(=O)O (acetic acid), O1CCCC1 (tetrahydrofuran), C(C)N(CC)CC (triethylamine). Reaction conditions: temperature 28 celsius. The product is COC(=O)C1CN(C1)C([C@@H](NC(=O)OCC1=CC=CC=C1)CO)=O (N-(N-carbobenzyloxy-L-seryl)-3-azetidinecarboxylic acid methyl ester). RXN SMILES: [CH3:1]N(C1C=CC=CN=1)C.[C:10]([NH:20][C@H:21]([C:24]([OH:26])=O)[CH2:22][OH:23])([O:12][CH2:13][C:14]1[CH:19]=[CH:18][CH:17]=[CH:16][CH:15]=1)=[O:11].[NH:27]1[CH2:30][CH:29]([C:31]([OH:33])=[O:32])[CH2:28]1.C1(N=C=NC2CCCCC2)CCCCC1>O1CCCC1.C(N(CC)CC)C.CO.C(O)(=O)C>[CH3:1][O:32][C:31]([CH:29]1[CH2:30][N:27]([C:24](=[O:26])[C@H:21]([CH2:22][OH:23])[NH:20][C:10]([O:12][CH2:13][C:14]2[CH:15]=[CH:16][CH:17]=[CH:18][CH:19]=2)=[O:11])[CH2:28]1)=[O:33]. Procedure: 3.37 g of triethylamine and 0.37 g of dimethylaminopyridine were added to a stirred mixture of 7.18 g of N-carbobenzyloxy-L-serine and 5.00 g of 1B in 150 ml of dry tetrahydrofuran at 0° C. under nitrogen. The stirred mixture was allowed to warm to about 5° C. (10 minutes), 6.19 g of N,N'-dicyclohexylcarbodiimide was added, heat being evolved, and the mixture was allowed to warm to 28° C. and held there (25 minutes). The mixture was stirred at room temperature over a weekend, when 3 ml of glacia... Starting materials: COC1=CC=C(C=C1)NC1CCN(CC1)CC1=CC(=NC=C1)C1=CC(=C(C(=C1)OC)OC)OC (4-(p-Anisidino)-1-[[2-(3,4,5-trimethoxyphenyl)pyridin-4-yl]methyl]piperidine), ClCC=1C=CC(=NC1)C1=CC(=C(C(=C1)OC)OC)OC (5-chloromethyl-2-(3,4,5-trimethoxyphenyl)pyridine), trihydrochloride. The product is Cl.Cl.Cl.COC1=CC=C(C=C1)N(CC=1C=CC(=NC1)C1=CC(=C(C(=C1)OC)OC)OC)C1CCN(CC1)CC1=CC(=NC=C1)C1=CC(=C(C(=C1)OC)OC)OC (4-[N-(4-Methoxyphenyl)-N-[[2-(3,4,5-trimethoxyphenyl)pyridin-5-yl]methyl]amino]-1-[[2-(3,4,5-trimethoxyphenyl)pyridin-4-yl]methyl]piperidine Trihydrochloride). As a reaction SMILES: [CH3:1][O:2][C:3]1[CH:8]=[CH:7][C:6]([NH:9][CH:10]2[CH2:15][CH2:14][N:13]([CH2:16][C:17]3[CH:22]=[CH:21][N:20]=[C:19]([C:23]4[CH:28]=[C:27]([O:29][CH3:30])[C:26]([O:31][CH3:32])=[C:25]([O:33][CH3:34])[CH:24]=4)[CH:18]=3)[CH2:12][CH2:11]2)=[CH:5][CH:4]=1.[Cl:35][CH2:36][C:37]1[CH:38]=[CH:39][C:40]([C:43]2[CH:48]=[C:47]([O:49][CH3:50])[C:46]([O:51][CH3:52])=[C:45]([O:53][CH3:54])[CH:44]=2)=[N:41][CH:42]=1>>[ClH:35].[ClH:35].[ClH:35].[CH3:1][O:2][C:3]1[CH:8]=[CH:7][C:6]([N:9]([CH:10]2[CH2:11][CH2:12][N:13]([CH2:16][C:17]3[CH:22]=[CH:21][N:20]=[C:19]([C:23]4[CH:24]=[C:25]([O:33][CH3:34])[C:26]([O:31][CH3:32])=[C:27]([O:29][CH3:30])[CH:28]=4)[CH:18]=3)[CH2:14][CH2:15]2)[CH2:36][C:37]2[CH:38]=[CH:39][C:40]([C:43]3[CH:48]=[C:47]([O:49][CH3:50])[C:46]([O:51][CH3:52])=[C:45]([O:53][CH3:54])[CH:44]=3)=[N:41][CH:42]=2)=[CH:5][CH:4]=1 |f:2.3.4.5|. Procedure: 4-(p-Anisidino)-1-[[2-(3,4,5-trimethoxyphenyl)pyridin-4-yl]methyl]piperidine (139 mg) and 5-chloromethyl-2-(3,4,5-trimethoxyphenyl)pyridine (114 mg) were condensed by the same manner as described in Example 9. Yellow oil of a free base was converted to a trihydrochloride which gave the title compound as yellow powder. Starting materials: CCO, Cl, CCOC(=O)c1cccc(-c2ccc(-c3ccc(C(F)(F)F)cc3)o2)c1, [Na+], C1CCOC1, [OH-], O. Yields the product O=C(O)c1cccc(-c2ccc(-c3ccc(C(F)(F)F)cc3)o2)c1. Reaction SMILES: [CH3:36][CH2:37][OH:38].[ClH:34].[F:1][C:2]([c:3]1[cH:4][cH:5][c:6](-[c:9]2[cH:10][cH:11][c:12](-[c:14]3[cH:15][c:16]([C:17](=[O:18])[O:19][CH2:20][CH3:21])[cH:22][cH:23][cH:24]3)[o:13]2)[cH:7][cH:8]1)([F:25])[F:26].[Na+:28].[O:29]1[CH2:30][CH2:31][CH2:32][CH2:33]1.[OH-:27].[OH2:35]>>[F:1][C:2]([c:3]1[cH:4][cH:5][c:6](-[c:9]2[cH:10][cH:11][c:12](-[c:14]3[cH:15][c:16]([C:17](=[O:18])[OH:19])[cH:22][cH:23][cH:24]3)[o:13]2)[cH:7][cH:8]1)([F:25])[F:26]. Starting materials: CNC, CO, O=C(Nc1nc(-c2ccco2)c(C(=O)c2ccccc2)s1)c1ccnc(CCl)c1, O. Yields the product CN(C)Cc1cc(C(=O)Nc2nc(-c3ccco3)c(C(=O)c3ccccc3)s2)ccn1. As a reaction SMILES: [CH3:31][NH:32][CH3:33].[CH3:34][OH:35].[Cl:1][CH2:2][c:3]1[n:4][cH:5][cH:6][c:7]([C:9](=[O:10])[NH:11][c:12]2[s:13][c:14]([C:22]([c:23]3[cH:24][cH:25][cH:26][cH:27][cH:28]3)=[O:29])[c:15](-[c:17]3[o:18][cH:19][cH:20][cH:21]3)[n:16]2)[cH:8]1.[OH2:30]>>[CH2:2]([c:3]1[n:4][cH:5][cH:6][c:7]([C:9](=[O:10])[NH:11][c:12]2[s:13][c:14]([C:22]([c:23]3[cH:24][cH:25][cH:26][cH:27][cH:28]3)=[O:29])[c:15](-[c:17]3[o:18][cH:19][cH:20][cH:21]3)[n:16]2)[cH:8]1)[N:32]([CH3:31])[CH3:33]. Product: O=C(N1CCc2ccc(Cl)c(-c3cccc(-c4ccccc4)c3)c2CC1)C(F)(F)F. Reactants: COCCOC, O=C(N1CCc2ccc(Cl)c(OS(=O)(=O)C(F)(F)F)c2CC1)C(F)(F)F, [Cs+], [F-], OB(O)c1cccc(-c2ccccc2)c1, c1ccc(P(c2ccccc2)(c2ccccc2)[Pd](P(c2ccccc2)(c2ccccc2)c2ccccc2)(P(c2ccccc2)(c2ccccc2)c2ccccc2)P(c2ccccc2)(c2ccccc2)c2ccccc2)cc1. Reaction SMILES: [CH3:44][O:45][CH2:46][CH2:47][O:48][CH3:49].[Cl:1][c:2]1[c:3]([O:19][S:20]([C:21]([F:22])([F:23])[F:24])(=[O:25])=[O:26])[c:4]2[c:5]([cH:17][cH:18]1)[CH2:6][CH2:7][N:8]([C:11]([C:12]([F:13])([F:14])[F:15])=[O:16])[CH2:9][CH2:10]2.[Cs+:43].[F-:42].[c:27]1(-[c:36]2[cH:37][cH:38][cH:39][cH:40][cH:41]2)[cH:28][c:29]([B:33]([OH:34])[OH:35])[cH:30][cH:31][cH:32]1.[cH:50]1[cH:51][cH:52][c:53]([P:54]([Pd:55]([P:56]([c:57]2[cH:58][cH:59][cH:60][cH:61][cH:62]2)([c:63]2[cH:64][cH:65][cH:66][cH:67][cH:68]2)[c:69]2[cH:70][cH:71][cH:72][cH:73][cH:74]2)([P:75]([c:76]2[cH:77][cH:78][cH:79][cH:80][cH:81]2)([c:82]2[cH:83][cH:84][cH:85][cH:86][cH:87]2)[c:88]2[cH:89][cH:90][cH:91][cH:92][cH:93]2)[P:94]([c:95]2[cH:96][cH:97][cH:98][cH:99][cH:100]2)([c:101]2[cH:102][cH:103][cH:104][cH:105][cH:106]2)[c:107]2[cH:108][cH:109][cH:110][cH:111][cH:112]2)([c:113]2[cH:114][cH:115][cH:116][cH:117][cH:118]2)[c:119]2[cH:120][cH:121][cH:122][cH:123][cH:124]2)[cH:125][cH:126]1>>[Cl:1][c:2]1[c:3](-[c:29]2[cH:28][c:27](-[c:36]3[cH:37][cH:38][cH:39][cH:40][cH:41]3)[cH:32][cH:31][cH:30]2)[c:4]2[c:5]([cH:17][cH:18]1)[CH2:6][CH2:7][N:8]([C:11]([C:12]([F:13])([F:14])[F:15])=[O:16])[CH2:9][CH2:10]2.